This data is from the Open Reaction Database (ORD), a public repository of structured organic reaction records. The task is: describe an organic reaction: reactants, conditions, products, and yield Starting materials: N#CC1CC(F)CN1C(=O)CNC12CCC(C(=O)O)(CC1)CC2, CCOC(=O)Cc1ccc(N)cc1. Product: CCOC(=O)Cc1ccc(NC(=O)C23CCC(NCC(=O)N4CC(F)CC4C#N)(CC2)CC3)cc1. As a reaction SMILES: [C:1](=[O:2])([OH:3])[C:4]12[CH2:5][CH2:6][C:7]([NH:12][CH2:13][C:14](=[O:15])[N:16]3[CH:17]([C:22]#[N:23])[CH2:18][CH:19]([F:21])[CH2:20]3)([CH2:8][CH2:9]1)[CH2:10][CH2:11]2.[NH2:24][c:25]1[cH:26][cH:27][c:28]([CH2:31][C:32](=[O:33])[O:34][CH2:35][CH3:36])[cH:29][cH:30]1>>[C:1](=[O:2])([C:4]12[CH2:5][CH2:6][C:7]([NH:12][CH2:13][C:14](=[O:15])[N:16]3[CH:17]([C:22]#[N:23])[CH2:18][CH:19]([F:21])[CH2:20]3)([CH2:8][CH2:9]1)[CH2:10][CH2:11]2)[NH:24][c:25]1[cH:26][cH:27][c:28]([CH2:31][C:32](=[O:33])[O:34][CH2:35][CH3:36])[cH:29][cH:30]1. Reported procedure: Potassium carbonate (254 mg, 1.846 mmol, 2.0 eq), Pd2(dba)3 (84 mg, 0.0923 mmol, 0.1 eq) and tri-tert-butylphosphonium tetrafluoroborate (13 mg, 0.046 mmol, 0.05 eq) were added to a solution of (1-(5-bromopyrimidin-2-yl)-3-(methylthio)-1H-indol-6-yl)(morpholino)methanone (400 mg, 0.923 mmol, 1.0 eq) and (1-methyl-1H-pyrazol-4-yl)boronic acid (140 mg, 1.108 mmol, 1.2 eq) in THF/water (20 mL, 4:1) stirred under an argon atmosphere at 30° C. The reaction mixture was stirred at the same temperature ... Reactants: C([O-])([O-])=O.[K+].[K+] (Potassium carbonate), F[B-](F)(F)F.C(C)(C)(C)[PH+](C(C)(C)C)C(C)(C)C (tri-tert-butylphosphonium tetrafluoroborate), BrC=1C=NC(=NC1)N1C=C(C2=CC=C(C=C12)C(=O)N1CCOCC1)SC ((1-(5-bromopyrimidin-2-yl)-3-(methylthio)-1H-indol-6-yl)(morpholino)methanone), CN1N=CC(=C1)B(O)O ((1-methyl-1H-pyrazol-4-yl)boronic acid). The reagents and catalysts are C=1C=CC(=CC1)/C=C/C(=O)/C=C/C2=CC=CC=C2.C=1C=CC(=CC1)/C=C/C(=O)/C=C/C2=CC=CC=C2.C=1C=CC(=CC1)/C=C/C(=O)/C=C/C2=CC=CC=C2.[Pd].[Pd] (Pd2(dba)3). Reaction conditions: temperature 30 celsius. Run in C1CCOC1.O (THF water), C(C)(=O)OCC (ethyl acetate). Yields the product CN1N=CC(=C1)C=1C=NC(=NC1)N1C=C(C2=CC=C(C=C12)C(=O)N1CCOCC1)SC ((1-(5-(1-Methyl-1H-pyrazol-4-yl)pyrimidin-2-yl)-3-(methylthio)-1H-indol-6-yl)(morpholino)methanone). RXN SMILES: C(=O)([O-])[O-].[K+].[K+].F[B-](F)(F)F.C([PH+](C(C)(C)C)C(C)(C)C)(C)(C)C.Br[C:26]1[CH:27]=[N:28][C:29]([N:32]2[C:40]3[C:35](=[CH:36][CH:37]=[C:38]([C:41]([N:43]4[CH2:48][CH2:47][O:46][CH2:45][CH2:44]4)=[O:42])[CH:39]=3)[C:34]([S:49][CH3:50])=[CH:33]2)=[N:30][CH:31]=1.[CH3:51][N:52]1[CH:56]=[C:55](B(O)O)[CH:54]=[N:53]1>C1COCC1.O.C(OCC)(=O)C.C1C=CC(/C=C/C(/C=C/C2C=CC=CC=2)=O)=CC=1.C1C=CC(/C=C/C(/C=C/C2C=CC=CC=2)=O)=CC=1.C1C=CC(/C=C/C(/C=C/C2C=CC=CC=2)=O)=CC=1.[Pd].[Pd]>[CH3:51][N:52]1[CH:56]=[C:55]([C:26]2[CH:27]=[N:28][C:29]([N:32]3[C:40]4[C:35](=[CH:36][CH:37]=[C:38]([C:41]([N:43]5[CH2:48][CH2:47][O:46][CH2:45][CH2:44]5)=[O:42])[CH:39]=4)[C:34]([S:49][CH3:50])=[CH:33]3)=[N:30][CH:31]=2)[CH:54]=[N:53]1 |f:0.1.2,3.4,7.8,10.11.12.13.14|. The reactants are C(C)(C)(C)OC(NC1=C(C=CC=C1)NC(\C=C\CCCN1C(C2=CC=CC=C2C1=O)=O)=O)=O ((E)-tert-butyl2-(6-(1,3-dioxoisoindolin-2-yl)hex-2-enamido)phenylcarbamate), Cl (HCl), C(=O)([O-])[O-].[K+].[K+] (K2CO3). Solvent: CC(C)O (propan-2-ol). Product: NC1=C(C=CC=C1)NC(\C=C\CCCN1C(C2=CC=CC=C2C1=O)=O)=O ((E)-N-(2-aminophenyl)-6-(1,3-dioxoisoindolin-2-yl)hex-2-enamide). Isolated yield 38.2%. As a reaction SMILES: C(OC(=O)[NH:7][C:8]1[CH:13]=[CH:12][CH:11]=[CH:10][C:9]=1[NH:14][C:15](=[O:32])/[CH:16]=[CH:17]/[CH2:18][CH2:19][CH2:20][N:21]1[C:29](=[O:30])[C:28]2[C:23](=[CH:24][CH:25]=[CH:26][CH:27]=2)[C:22]1=[O:31])(C)(C)C.Cl.C([O-])([O-])=O.[K+].[K+]>CC(O)C>[NH2:7][C:8]1[CH:13]=[CH:12][CH:11]=[CH:10][C:9]=1[NH:14][C:15](=[O:32])/[CH:16]=[CH:17]/[CH2:18][CH2:19][CH2:20][N:21]1[C:29](=[O:30])[C:28]2[C:23](=[CH:24][CH:25]=[CH:26][CH:27]=2)[C:22]1=[O:31] |f:2.3.4|. Reported procedure: To a solution of (E)-tert-butyl 2-(6-(1,3-dioxoisoindolin-2-yl)hex-2-enamido)phenylcarbamate (3) (135 mg, 0.3 mmol) in propan-2-ol (10 mL). The mixture was stirred at 0° C. with HCl gas for 1 hour, To the reaction mixture was added 10% K2CO3 to adjust the pH value to 7-8, then the mixture was extracted with DCM (3×50 mL), the combined organic layers were washed with brine, dried over Na2SO4 and concentrated to give the desired compound of (E)-N-(2-aminophenyl)-6-(1,3-dioxoisoindolin-2-yl)hex-2-e... The yield is 93.0%. Reaction conditions: time 16 hour. Reactants: C([O-])([O-])=O.[Na+].[Na+] (sodium carbonate), OO (hydrogen peroxide), O=C1N(C2=CC=C(C=C2C12COC1=CC3=C(OCCO3)C=C12)C#N)CC1=NC=CC=C1 (2′-oxo-1′-(pyridin-2-ylmethyl)-1′,2,2′,3-tetrahydrospiro[furo[2,3-g][1,4]benzodioxine-8,3′-indole]-5′-carbonitrile). The solvent is C(C)O (ethanol). Procedure: To a suspension of 2′-oxo-1′-(pyridin-2-ylmethyl)-1′,2,2′,3-tetrahydrospiro[furo[2,3-g][1,4]benzodioxine-8,3′-indole]-5′-carbonitrile (0.24 g, 0.57 mmol) in ethanol (20 mL) was added 3 M aqueous sodium carbonate (2 mL) and 30% w/w aqueous hydrogen peroxide (2 mL). The reaction mixture was stirred at ambient temperature for 16 h and concentrated in vacuo. The residue was triturated in water to afford 2′-oxo-1′-(pyridin-2-ylmethyl)-1′,2,2′,3-tetrahydrospiro[furo[2,3-g][1,4]benzodioxine-8,3′-indole... Reaction SMILES: [O:1]=[C:2]1[C:10]2([C:22]3[C:13](=[CH:14][C:15]4[O:20][CH2:19][CH2:18][O:17][C:16]=4[CH:21]=3)[O:12][CH2:11]2)[C:9]2[C:4](=[CH:5][CH:6]=[C:7]([C:23]#[N:24])[CH:8]=2)[N:3]1[CH2:25][C:26]1[CH:31]=[CH:30][CH:29]=[CH:28][N:27]=1.C(=O)([O-])[O-:33].[Na+].[Na+].OO>C(O)C>[O:1]=[C:2]1[C:10]2([C:22]3[C:13](=[CH:14][C:15]4[O:20][CH2:19][CH2:18][O:17][C:16]=4[CH:21]=3)[O:12][CH2:11]2)[C:9]2[C:4](=[CH:5][CH:6]=[C:7]([C:23]([NH2:24])=[O:33])[CH:8]=2)[N:3]1[CH2:25][C:26]1[CH:31]=[CH:30][CH:29]=[CH:28][N:27]=1 |f:1.2.3|. The product is O=C1N(C2=CC=C(C=C2C12COC1=CC3=C(OCCO3)C=C12)C(=O)N)CC1=NC=CC=C1 (2′-oxo-1′-(pyridin-2-ylmethyl)-1′,2,2′,3-tetrahydrospiro[furo[2,3-g][1,4]benzodioxine-8,3′-indole]-5′-carboxamide). The reactants are O.C1(=CC=CC=C1)C(=O)C=O (Phenylglyoxal monohydrate), C1(=CC(=CC=C1)C)C (m-xylene). The reagents and catalysts are [Ti](Cl)(Cl)(Cl)Cl (titanium tetrachloride). The solvent is ClC(C)Cl (dichloroethane). Yields the product CC=1C=C(C(C(C2=CC=CC=C2)=O)O)C=C(C1)C (3', 5'-dimethylbenzoin), oil. Isolated yield 75.3%. RXN SMILES: O.[C:2]1([C:8]([CH:10]=[O:11])=[O:9])[CH:7]=[CH:6][CH:5]=[CH:4][CH:3]=1.[C:12]1([CH3:19])[CH:17]=[CH:16][CH:15]=[C:14]([CH3:18])[CH:13]=1>ClC(Cl)C.[Ti](Cl)(Cl)(Cl)Cl>[CH3:19][C:12]1[CH:17]=[C:16]([CH:15]=[C:14]([CH3:18])[CH:13]=1)[CH:10]([OH:11])[C:8](=[O:9])[C:2]1[CH:7]=[CH:6][CH:5]=[CH:4][CH:3]=1 |f:0.1|. Procedure details: Phenylglyoxal monohydrate (304 mg, 2 mM) and m-xylene (0.49 ml, 4 mM) were dissolved in dichloroethane (4 ml), titanium tetrachloride (0.33 ml, 3 mM) was added, and reacted at room temperature for 30 minutes. Using the same procedure as in Example 1, 3', 5'-dimethylbenzoin was obtained as a light-yellow oil (363.2 mg, 75.3% yield).